From a dataset of the Open Reaction Database (ORD), a public repository of structured organic reaction records. describe an organic reaction: reactants, conditions, products, and yield Reactants: ClC=1SC(=C(N1)C(=O)OCC)C(=O)NC(C)(C1=CC=CC=C1)C (ethyl 2-chloro-5-{[(1-methyl-1-phenylethyl)amino]carbonyl}-1,3-thiazole-4-carboxylate), ClC=1SC(=C(N1)C(=O)OCC)C(=O)NC(C)(C1=CC=CC=C1)C (ethyl 2-chloro-5-{[(1-methyl-1-phenylethyl)amino]carbonyl}-1,3-thiazole-4-carboxylate). The solvent is C(=O)(C(F)(F)F)O (TFA). Product: NC(=O)C1=C(N=C(S1)Cl)C(=O)OCC (ethyl 5-(aminocarbonyl)-2-chloro-1,3-thiazole-4-carboxylate). The yield is 40.8%. As a reaction SMILES: [Cl:1][C:2]1[S:3][C:4]([C:12]([NH:14]C(C)(C2C=CC=CC=2)C)=[O:13])=[C:5]([C:7]([O:9][CH2:10][CH3:11])=[O:8])[N:6]=1>C(O)(C(F)(F)F)=O>[NH2:14][C:12]([C:4]1[S:3][C:2]([Cl:1])=[N:6][C:5]=1[C:7]([O:9][CH2:10][CH3:11])=[O:8])=[O:13]. Reported procedure: A solution of 210 mg of ethyl 2-chloro-5-{[(1-methyl-1-phenylethyl)amino]carbonyl}-1,3-thiazole-4-carboxylate (Intermediate 233) in 5 ml TFA was stirred at room temperature overnight. Solvent was removed and the residue was dissolved in 5 ml MeOH. Solvent was again removed and the residue was triturated with ether to give 57 mg of a white solid. NMR (d6-DMSO): 1.3 (t, 3H), 4.3 (q, 2H), 8.2 (s, 1H), 8.8 (s, 1H).